This data is from the Open Reaction Database (ORD), a public repository of structured organic reaction records. The task is: describe an organic reaction: reactants, conditions, products, and yield Yields the product C(CCC)N1C(NC(C(=C1C(=O)C=1C=C(C=C(C1)C)CCC#N)C(C)C)=O)=O (3-[3-(3-butyl-5-isopropyl-2,6-dioxo-1,2,3,6-tetrahydro-pyrimidine-4-carbonyl)-5-methyl-phenyl]-propionitrile). Run in C(C)O (ethanol). The reagents and catalysts are [Pd] (palladium on carbon). As a reaction SMILES: [CH2:1]([N:5]1[C:10]([C:11]([C:13]2[CH:14]=[C:15]([CH:20]=[CH:21][C:22]#[N:23])[CH:16]=[C:17]([CH3:19])[CH:18]=2)=[O:12])=[C:9]([CH:24]([CH3:26])[CH3:25])[C:8](=[O:27])[NH:7][C:6]1=[O:28])[CH2:2][CH2:3][CH3:4]>[Pd].C(O)C>[CH2:1]([N:5]1[C:10]([C:11]([C:13]2[CH:14]=[C:15]([CH2:20][CH2:21][C:22]#[N:23])[CH:16]=[C:17]([CH3:19])[CH:18]=2)=[O:12])=[C:9]([CH:24]([CH3:25])[CH3:26])[C:8](=[O:27])[NH:7][C:6]1=[O:28])[CH2:2][CH2:3][CH3:4]. Starting materials: C(CCC)N1C(NC(C(=C1C(=O)C=1C=C(C=C(C1)C)C=CC#N)C(C)C)=O)=O (3-[3-(3-butyl-5-isopropyl-2,6-dioxo-1,2,3,6-tetrahydro-pyrimidine-4-carbonyl)-5-methyl-phenyl]-acrylonitrile), C(CCC)N1C(NC(C(=C1C(=O)C=1C=C(C=C(C1)C)C=CC#N)C(C)C)=O)=O (3-[3-(3-butyl-5-isopropyl-2,6-dioxo-1,2,3,6-tetrahydro-pyrimidine-4-carbonyl)-5-methyl-phenyl]-acrylonitrile). Conditions: time 17 hour. The yield is 66.4%. Reported procedure: 3-[3-(3-Butyl-5-isopropyl-2,6-dioxo-1,2,3,6-tetrahydro-pyrimidine-4-carbonyl)-5-methyl-phenyl]-acrylonitrile (Compound 74) (180 mg, 0.474 mmol) was stirred with 10% palladium on carbon (20 mg) in anhydrous ethanol (10 mL) at room temperature under an atmosphere of hydrogen. After 17 hr., the reaction mixture was filtered through a celite pad and the pad was washed with ethanol and chloroform. The combined filtrate was evaporated in vacuo and the residue was purified by silica gel column chromato... Starting materials: C1COCCO1, CCOC(C)=O, CC(C)c1ccc2c(Nc3cc(C(=O)NC4CCCC4)ccc3Sc3ccc(NC(=O)OCC(Cl)(Cl)Cl)cc3)ncnc2n1, Cl, [Na+], [OH-], O. Yields the product CC(C)c1ccc2c(Nc3cc(C(=O)NC4CCCC4)ccc3Sc3ccc(N)cc3)ncnc2n1. Reaction SMILES: [CH2:48]1[O:49][CH2:50][CH2:51][O:52][CH2:53]1.[CH3:55][CH2:56][O:57][C:58](=[O:59])[CH3:60].[Cl:1][C:2]([Cl:3])([Cl:4])[CH2:5][O:42][C:43]([NH:6][c:7]1[cH:8][cH:9][c:10]([S:13][c:14]2[c:15]([NH:28][c:29]3[c:30]4[c:31]([n:32][cH:33][n:34]3)[n:35][c:36]([CH:39]([CH3:40])[CH3:41])[cH:37][cH:38]4)[cH:16][c:17]([C:20]([NH:21][CH:22]3[CH2:23][CH2:24][CH2:25][CH2:26]3)=[O:27])[cH:18][cH:19]2)[cH:11][cH:12]1)=[O:44].[ClH:47].[Na+:46].[OH-:45].[OH2:54]>>[NH2:6][c:7]1[cH:8][cH:9][c:10]([S:13][c:14]2[c:15]([NH:28][c:29]3[c:30]4[c:31]([n:32][cH:33][n:34]3)[n:35][c:36]([CH:39]([CH3:40])[CH3:41])[cH:37][cH:38]4)[cH:16][c:17]([C:20]([NH:21][CH:22]3[CH2:23][CH2:24][CH2:25][CH2:26]3)=[O:27])[cH:18][cH:19]2)[cH:11][cH:12]1. Reactants: C(=O)O.NC1=C2C(=NC=N1)N(N=C2C2=CC(=CC(=C2)O)F)C(C)C=2OC(C1=CC=CC=C1C2C=2CNCCC2)=O (3-(1-(4-amino-3-(3-fluoro-5-hydroxyphenyl)-1H-pyrazolo[3,4-d]pyrimidin-1-yl)ethyl)-4-(1,2,5,6-tetrahydropyridin-3-yl)-1H-isochromen-1-one formate), CN1CCC(CC1)=O (1-methylpiperidin-4-one), CCN(C(C)C)C(C)C (DIPEA), C(Cl)Cl (DCM), CC(=O)O (AcOH), C(C)(=O)O[BH-](OC(C)=O)OC(C)=O.[Na+] (sodium triacetoxyborohydride). Run at time 10 minute. Product: Cl.Cl.NC1=C2C(=NC=N1)N(N=C2C2=CC(=CC(=C2)O)F)C(C)C=2OC(C1=CC=CC=C1C2C=2CN(CCC2)C2CCN(CC2)C)=O (3-(1-(4-amino-3-(3-fluoro-5-hydroxyphenyl)-1H-pyrazolo[3,4-d]pyrimidin-1-yl)ethyl)-4-(1-(1-methylpiperidin-4-yl)-1,2,5,6-tetrahydropyridin-3-yl)-1H-isochromen-1-one dihydrochloride). Yield: 68.0%. Reaction SMILES: [CH:1]([OH:3])=[O:2].[NH2:4][C:5]1[N:10]=[CH:9][N:8]=[C:7]2[N:11]([CH:22]([C:24]3OC(=O)[C:27]4[C:32]([C:33]=3[C:34]3[CH2:35][NH:36][CH2:37][CH2:38][CH:39]=3)=[CH:31][CH:30]=[CH:29][CH:28]=4)[CH3:23])[N:12]=[C:13]([C:14]3[CH:19]=[C:18]([OH:20])[CH:17]=[C:16]([F:21])[CH:15]=3)[C:6]=12.[CH3:41][N:42]1[CH2:47][CH2:46][C:45](=O)[CH2:44][CH2:43]1.CCN(C(C)C)C(C)C.CC(O)=O.C(O[BH-](OC(=O)C)OC(=O)C)(=O)C.[Na+].C(Cl)[Cl:77]>>[ClH:77].[ClH:77].[NH2:4][C:5]1[N:10]=[CH:9][N:8]=[C:7]2[N:11]([CH:22]([C:24]3[O:2][C:1](=[O:3])[C:27]4[C:32]([C:33]=3[C:34]3[CH2:35][N:36]([CH:45]5[CH2:46][CH2:47][N:42]([CH3:41])[CH2:43][CH2:44]5)[CH2:37][CH2:38][CH:39]=3)=[CH:31][CH:30]=[CH:29][CH:28]=4)[CH3:23])[N:12]=[C:13]([C:14]3[CH:19]=[C:18]([OH:20])[CH:17]=[C:16]([F:21])[CH:15]=3)[C:6]=12 |f:0.1,5.6,8.9.10|. Procedure details: To a solution of 3-(1-(4-amino-3-(3-fluoro-5-hydroxyphenyl)-1H-pyrazolo[3,4-d]pyrimidin-1-yl)ethyl)-4-(1,2,5,6-tetrahydropyridin-3-yl)-1H-isochromen-1-one formate (example 171, 0.03 g, 0.055 mmol), 1-methylpiperidin-4-one (0.08 ml, 0.066 mmol) and DIPEA (0.009 ml, 0.055 mmol) in DCM (2 ml) dry Na2SO4 was added and the mixture stirred at RT for 10 min. AcOH (0.009 ml, 0.165 mmol) and sodium triacetoxyborohydride (0.023 g, 0.11 mmol) were added in this order and the reaction mixture was stirred fo... Reactants: [BH3-]C#N.[Na+] (NaBH3CN), O (Water), BrC=1C=C2CCC(C2=CC1)=O (5-bromo-1-indanone), CC1(CCC(CC1)N)C (4,4-dimethylcyclohexanamine), [BH3-]C#N.[Na+] (NaBH3CN). The reagents and catalysts are CC(C)O[Ti](OC(C)C)(OC(C)C)OC(C)C (Ti(OiPr)4). The solvent is CCO (EtOH), CO.C1CCOC1.CC(=O)O (MeOH THF HOAc). Reaction conditions: time 16 hour. Yields the product BrC=1C=C2CCC(C2=CC1)NC1CCC(CC1)(C)C (5-bromo-N-(4,4-dimethylcyclohexyl)-2,3-dihydro-1H-inden-1-amine). As a reaction SMILES: [Br:1][C:2]1[CH:3]=[C:4]2[C:8](=[CH:9][CH:10]=1)[C:7](=O)[CH2:6][CH2:5]2.[CH3:12][C:13]1([CH3:20])[CH2:18][CH2:17][CH:16]([NH2:19])[CH2:15][CH2:14]1.[BH3-]C#N.[Na+].O>CCO.CO.C1COCC1.CC(O)=O.CC(O[Ti](OC(C)C)(OC(C)C)OC(C)C)C>[Br:1][C:2]1[CH:3]=[C:4]2[C:8](=[CH:9][CH:10]=1)[CH:7]([NH:19][CH:16]1[CH2:17][CH2:18][C:13]([CH3:20])([CH3:12])[CH2:14][CH2:15]1)[CH2:6][CH2:5]2 |f:2.3,6.7.8|. Procedure details: To a slurry of 5-bromo-1-indanone (0.449 g; 2.13 mmol) and 4,4-dimethylcyclohexanamine (2.24 mmol; Note 1) under N2 was added Ti(OiPr)4 (0.94 mL; 3.2 mmol) via syringe. The mixture was stirred 16 h at room temperature, a solution of NaBH3CN (0.134 g; 2.13 mmol) in EtOH (5 mL) was added and stirring continued an additional 4 h. Water was added and the whole was filtered through a pad of Celite (washed 2×EtOH, 2×THF). Combine filtrate and washings were concentrated in vacuo, the residue was taken ... Procedure: 5-Fluoro-6-amino-1,3-dihydro-indol-2-one 3d (450 mg, 2.71 mmol) was dissolved in 10 ml of tetrahydrofuran under stirring at room temperature. The mixture was cooled down to −45° C. in a dry ice-acetone bath and added with 364 μl of piperidine. A solution of acetic acid 1-chlorocarbonyl-ethyl ester (423 mg, 2.71 mmol) in 10 ml of tetrahydrofuran was added dropwise to the above reaction system. Upon completion of the addition, the ice-acetone bath was removed, and the reaction mixture was allowed ... The solvent is O1CCCC1 (tetrahydrofuran), O1CCCC1 (tetrahydrofuran). Product: FC=1C=C2CC(NC2=CC1NC(=O)C(C)OC(C)=O)=O (acetic acid 1-(5-fluoro-2-oxo-2,3-dihydro-1H-indol-6-ylcarbamoyl)-ethyl ester). Reaction SMILES: [NH2:1][C:2]1[CH:10]=[C:9]2[C:5]([CH2:6][C:7](=[O:11])[NH:8]2)=[CH:4][C:3]=1[F:12].N1CCCCC1.Cl[C:20]([CH:22]([O:24][C:25](=[O:27])[CH3:26])[CH3:23])=[O:21]>O1CCCC1>[F:12][C:3]1[CH:4]=[C:5]2[C:9](=[CH:10][C:2]=1[NH:1][C:20]([CH:22]([O:24][C:25](=[O:27])[CH3:26])[CH3:23])=[O:21])[NH:8][C:7](=[O:11])[CH2:6]2. Starting materials: N1CCCCC1 (piperidine), NC1=C(C=C2CC(NC2=C1)=O)F (6-Amino-5-fluoro-1,3-dihydro-indol-2-one), ClC(=O)C(C)OC(C)=O (acetic acid 1-chlorocarbonyl-ethyl ester). The yield is 110.6%.